This data is from the Open Reaction Database (ORD), a public repository of structured organic reaction records. The task is: describe an organic reaction: reactants, conditions, products, and yield Starting materials: O.[OH-].[Li+] (Lithium hydroxide monohydrate), ice, BrC=1C=NC(=NC1)N1C=C(C2=CC=C(C=C12)C(=O)OC)SC (Methyl 1-(5-bromopyrimidin-2-yl)-3-(methylthio)-1H-indole-6-carboxylate). The solvent is C1CCOC1.O (THF water). Conditions: time 16 hour. The product is BrC=1C=NC(=NC1)N1C=C(C2=CC=C(C=C12)C(=O)O)SC (1-(5-Bromopyrimidin-2-yl)-3-(methylthio)-1H-indole-6-carboxylic acid). As a reaction SMILES: O.[OH-].[Li+].[Br:4][C:5]1[CH:6]=[N:7][C:8]([N:11]2[C:19]3[C:14](=[CH:15][CH:16]=[C:17]([C:20]([O:22]C)=[O:21])[CH:18]=3)[C:13]([S:24][CH3:25])=[CH:12]2)=[N:9][CH:10]=1>C1COCC1.O>[Br:4][C:5]1[CH:6]=[N:7][C:8]([N:11]2[C:19]3[C:14](=[CH:15][CH:16]=[C:17]([C:20]([OH:22])=[O:21])[CH:18]=3)[C:13]([S:24][CH3:25])=[CH:12]2)=[N:9][CH:10]=1 |f:0.1.2,4.5|. Reported procedure: Lithium hydroxide monohydrate (1.63 g, 39.78 mmol) was added to an ice-cooled suspension of 51b) (5 g, 13.26 mmol) in THF/water (1:1, 50 mL) and the resulting mixture was stirred at room temperature for 16 h. The solvents were removed under reduced pressure and the residue was dissolved in water (20 mL). The aqueous solution was washed with ethyl acetate (2×20 mL), acidified with sodium hydrogen sulfate and extracted with dichloromethane (3×50 mL). The combined organic layers were dried over sod... Reactants: CC1CCN(S(=O)(=O)c2ccccc2Nc2nc(Cl)ncc2Cl)C1, COc1cc2c(cc1N)CCN(CCO)CC2. As a reaction SMILES: [Cl:18][c:19]1[n:20][cH:21][c:22]([Cl:41])[c:23]([NH:25][c:26]2[c:27]([S:32](=[O:33])(=[O:34])[N:35]3[CH2:36][CH:37]([CH3:40])[CH2:38][CH2:39]3)[cH:28][cH:29][cH:30][cH:31]2)[n:24]1.[NH2:1][c:2]1[cH:3][c:4]2[c:5]([cH:14][c:15]1[O:16][CH3:17])[CH2:6][CH2:7][N:8]([CH2:11][CH2:12][OH:13])[CH2:9][CH2:10]2>>[NH:1]([c:2]1[cH:3][c:4]2[c:5]([cH:14][c:15]1[O:16][CH3:17])[CH2:6][CH2:7][N:8]([CH2:11][CH2:12][OH:13])[CH2:9][CH2:10]2)[c:19]1[n:20][cH:21][c:22]([Cl:41])[c:23]([NH:25][c:26]2[c:27]([S:32](=[O:33])(=[O:34])[N:35]3[CH2:36][CH:37]([CH3:40])[CH2:38][CH2:39]3)[cH:28][cH:29][cH:30][cH:31]2)[n:24]1. The product is COc1cc2c(cc1Nc1ncc(Cl)c(Nc3ccccc3S(=O)(=O)N3CCC(C)C3)n1)CCN(CCO)CC2.